The task is: describe an organic reaction: reactants, conditions, products, and yield. This data is from the Open Reaction Database (ORD), a public repository of structured organic reaction records. Starting materials: [Al+3], C1CCOC1, C=CCSc1ccccc1C(N)=O, [H-], [H-], [H-], [H-], [Li+]. The product is C=CCSc1ccccc1CN. Reaction SMILES: [Al+3:2].[CH2:20]1[O:21][CH2:22][CH2:23][CH2:24]1.[CH2:7]([CH:8]=[CH2:9])[S:10][c:11]1[c:12]([C:13](=[O:14])[NH2:15])[cH:16][cH:17][cH:18][cH:19]1.[H-:1].[H-:4].[H-:5].[H-:6].[Li+:3]>>[CH2:7]([CH:8]=[CH2:9])[S:10][c:11]1[c:12]([CH2:13][NH2:15])[cH:16][cH:17][cH:18][cH:19]1. Starting materials: CC1=CC=C(CO)C=C1 (4-methylbenzylalcohol), F[Sb-](F)(F)(F)(F)F.CN(C1=CC=CC=C1)C (N,N-dimethylaniline hexafluoroantimonate). Solvent: [N+](=O)([O-])C (nitromethane). Product: F[Sb-](F)(F)(F)(F)F.CC1=CC=C(C[N+](C2=CC=CC=C2)(C)C)C=C1 (N-(4-methylbenzyl)-N,N-dimethylanilinium hexafluoroantimonate). Yield: 55.0%. RXN SMILES: [CH3:1][C:2]1[CH:9]=[CH:8][C:5]([CH2:6]O)=[CH:4][CH:3]=1.[F:10][Sb-:11]([F:16])([F:15])([F:14])([F:13])[F:12].[CH3:17][N:18]([CH3:25])[C:19]1[CH:24]=[CH:23][CH:22]=[CH:21][CH:20]=1>[N+](C)([O-])=O>[F:10][Sb-:11]([F:16])([F:15])([F:14])([F:13])[F:12].[CH3:1][C:2]1[CH:9]=[CH:8][C:5]([CH2:6][N+:18]([CH3:25])([CH3:17])[C:19]2[CH:24]=[CH:23][CH:22]=[CH:21][CH:20]=2)=[CH:4][CH:3]=1 |f:1.2,4.5|. Procedure details: 12.21 g (0.1 mol) of 4-methylbenzylalcohol and 35.78 g (0.1 mol) of N,N-dimethylaniline hexafluoroantimonate were dissolved in 100 g of nitromethane and allowed to react at 80° C. for 8 hours. After the completion of the reaction, the mixture was concentrated, and the precipitated white solid was washed with ether and dried to give the titled compound. Yield: 55%. Solvent: C(C)(=O)OCC (ethyl acetate). The reactants are Cl.N[C@@H](CC1=CC=CC=C1)C(=O)N[C@@H](CC(C)C)C(=O)OC(C)(C)C (L-Phenylalanyl-L-leucine, t-butyl ester hydrochloride), C([O-])(O)=O.[Na+] (sodium bicarbonate). Procedure: L-Phenylalanyl-L-leucine, t-butyl ester hydrochloride (2.22 g, 6 mmol) was partitioned between saturated sodium bicarbonate (60 ml) and ethyl acetate (90 ml). The ethyl acetate layer was washed with saturated sodium bicarbonate (20 ml), water (2×20 ml) and brine (2×20 ml), then dried (sodium sulfate) and evaporated to give L-phenylalanyl-L-leucine, t-butyl ester (2.07 g) as a colorless oil. The yield is 103.2%. Yields the product N[C@@H](CC1=CC=CC=C1)C(=O)N[C@@H](CC(C)C)C(=O)OC(C)(C)C (L-phenylalanyl-L-leucine, t-butyl ester). As a reaction SMILES: Cl.[NH2:2][C@H:3]([C:11]([NH:13][C@H:14]([C:19]([O:21][C:22]([CH3:25])([CH3:24])[CH3:23])=[O:20])[CH2:15][CH:16]([CH3:18])[CH3:17])=[O:12])[CH2:4][C:5]1[CH:10]=[CH:9][CH:8]=[CH:7][CH:6]=1.C(=O)(O)[O-].[Na+]>C(OCC)(=O)C>[NH2:2][C@H:3]([C:11]([NH:13][C@H:14]([C:19]([O:21][C:22]([CH3:24])([CH3:23])[CH3:25])=[O:20])[CH2:15][CH:16]([CH3:18])[CH3:17])=[O:12])[CH2:4][C:5]1[CH:10]=[CH:9][CH:8]=[CH:7][CH:6]=1 |f:0.1,2.3|.